This data is from the Open Reaction Database (ORD), a public repository of structured organic reaction records. The task is: describe an organic reaction: reactants, conditions, products, and yield The reactants are CCOC(C)=O, CC(=O)Nc1ccc(NCC2CCCCC2)c([N+](=O)[O-])c1. Yields the product CC(=O)Nc1ccc(NCC2CCCCC2)c(N)c1. As a reaction SMILES: [CH3:22][CH2:23][O:24][C:25](=[O:26])[CH3:27].[CH:1]1([CH2:7][NH:8][c:9]2[c:10]([N+:19]([O-:20])=[O:21])[cH:11][c:12]([NH:15][C:16]([CH3:17])=[O:18])[cH:13][cH:14]2)[CH2:2][CH2:3][CH2:4][CH2:5][CH2:6]1>>[CH:1]1([CH2:7][NH:8][c:9]2[c:10]([NH2:19])[cH:11][c:12]([NH:15][C:16]([CH3:17])=[O:18])[cH:13][cH:14]2)[CH2:2][CH2:3][CH2:4][CH2:5][CH2:6]1. Starting materials: O1COC2=C1C=CC(=C2)C2=CCC1(OCCO1)CC2 (8-(1,3-benzodioxol-5-yl)-1,4-dioxaspiro[4,5]dec-7-ene). Reagents/catalysts: [Pd] (palladium on charcoal). The solvent is C(C)O (ethanol). Product: O1COC2=C1C=CC(=C2)C2CCC1(OCCO1)CC2 (8-(1,3-Benzodioxol-5-yl)-1,4-dioxaspiro[4,5]decane). Isolated yield 91.0%. Reaction SMILES: [O:1]1[C:5]2[CH:6]=[CH:7][C:8]([C:10]3[CH2:19][CH2:18][C:13]4([O:17][CH2:16][CH2:15][O:14]4)[CH2:12][CH:11]=3)=[CH:9][C:4]=2[O:3][CH2:2]1>[Pd].C(O)C>[O:1]1[C:5]2[CH:6]=[CH:7][C:8]([CH:10]3[CH2:19][CH2:18][C:13]4([O:14][CH2:15][CH2:16][O:17]4)[CH2:12][CH2:11]3)=[CH:9][C:4]=2[O:3][CH2:2]1. Procedure: A mixture of 8-(1,3-benzodioxol-5-yl)-1,4-dioxaspiro[4,5]dec-7-ene and 10% palladium on charcoal in ethanol was reacted as described in example 3 to give the product (91%, mp: 115°-116° C.). Calc'd for C15H18O4 : C, 68.69%; H, 6.92%. Found: C, 68.35%; H, 6.84%. Reactants: C(C)(C)(C)[Si](C1=CC=CC=C1)(C1=CC=CC=C1)OCC1=CC=C(C=C1)[N+](=O)[O-] ((4-nitro-benzyl) t-butyl-di-phenyl-silyl ether), [NH4+] (ammonium). The reagents and catalysts are [Pd] (Pd/C). Run in C(C)O (ethanol). Product: C(C)(C)(C)[Si](C1=CC=CC=C1)(C1=CC=CC=C1)OCC1=CC=C(C=C1)N ((4-amino-benzyl) t-butyl-di-phenyl-silyl ether). Yield: 91.6%. Reaction SMILES: [C:1]([Si:5]([O:18][CH2:19][C:20]1[CH:25]=[CH:24][C:23]([N+:26]([O-])=O)=[CH:22][CH:21]=1)([C:12]1[CH:17]=[CH:16][CH:15]=[CH:14][CH:13]=1)[C:6]1[CH:11]=[CH:10][CH:9]=[CH:8][CH:7]=1)([CH3:4])([CH3:3])[CH3:2].[NH4+]>C(O)C.[Pd]>[C:1]([Si:5]([O:18][CH2:19][C:20]1[CH:25]=[CH:24][C:23]([NH2:26])=[CH:22][CH:21]=1)([C:12]1[CH:17]=[CH:16][CH:15]=[CH:14][CH:13]=1)[C:6]1[CH:7]=[CH:8][CH:9]=[CH:10][CH:11]=1)([CH3:4])([CH3:2])[CH3:3]. Reported procedure: To a stirred solution of 2a (5.00 g, 12.80 mmol) in ethanol (100 mL) was added Pd/C 10%(1.50 g) and ammonium fornate (4.60 g) in one portion at 20° C. After 1.5 h the catalyst was removed by filtration, the filtrate concentrated under vacuum and the residue partitioned between EtOAc:H2O. The organic layer was dried (MgSO4) and concentrated to give 3a as an oil yield: 4.24 g (91%) νmax /cm-1 (film): 3433, 3378 (NH2), 2931, 2857 (CH2, asym. sym.): 1H-NMR, δH : 1.00 (s, 9H. t-Bu), 4.57 (s, 2H. CH2)... Starting materials: BrCC=1C(=NC=CC1)Cl (3-bromomethyl-2-chloro-pyridine), C(C)(=O)N1CC2=C(C=CC3=C1C=CC=C3)N=C(C(=C2)F)Cl (6-Acetyl-2-chloro-3-fluoro-5,6-dihydro-pyrido[3,2-c][1]benzazocine). Yields the product C(C)(=O)N1CC2=C(C=CC3=C1C=CC=C3)N=CC=C2 (6-Acetyl-5,6-dihydropyrido[3,2-c][1]benzazocine). RXN SMILES: BrCC1C(Cl)=NC=CC=1.[C:10]([N:13]1[C:20]2[CH:21]=[CH:22][CH:23]=[CH:24][C:19]=2[CH:18]=[CH:17][C:16]2[N:25]=[C:26](Cl)[C:27](F)=[CH:28][C:15]=2[CH2:14]1)(=[O:12])[CH3:11]>>[C:10]([N:13]1[C:20]2[CH:21]=[CH:22][CH:23]=[CH:24][C:19]=2[CH:18]=[CH:17][C:16]2[N:25]=[CH:26][CH:27]=[CH:28][C:15]=2[CH2:14]1)(=[O:12])[CH3:11]. Reported procedure: Compound 12C was prepared from bb and 12B by a route analogous to that used for the preparation of 1D. HPLC Rt=1.326 min; LCMS Found: (M+H)+=251. The reactants are N(=O)[O-].[Na+] (sodium nitrite), FC(C(F)(F)F)(OC1=C(N)C=CC=C1)F (2-pentafluoroethoxy-aniline), Cl (hydrochloric acid), solution, S(=O)(O)[O-].[Na+] (sodium hydrogen sulfite), Cl (hydrochloric acid), solution, S(=O)(O)[O-].[Na+] (sodium hydrogen sulfite), resultant solution, diazonium salt. Reagents/catalysts: S(=O)(=O)([O-])[O-].[Cu+2] (copper sulfate). Solvent: O (water), O (water), O (water). Conditions: temperature 0 celsius, time 18 hour. Product: FC(C(F)(F)F)(OC1=C(C=CC=C1)S(=O)(=O)Cl)F (2-pentafluoroethoxyphenylsulfonyl chloride). RXN SMILES: [S:1]([O-:4])(O)=[O:2].[Na+].N([O-])=O.[Na+].[F:10][C:11]([F:24])([O:16][C:17]1[CH:23]=[CH:22][CH:21]=[CH:20][C:18]=1N)[C:12]([F:15])([F:14])[F:13].[ClH:25]>O.S([O-])([O-])(=O)=O.[Cu+2]>[F:10][C:11]([F:24])([O:16][C:17]1[CH:23]=[CH:22][CH:21]=[CH:20][C:18]=1[S:1]([Cl:25])(=[O:4])=[O:2])[C:12]([F:15])([F:14])[F:13] |f:0.1,2.3,7.8|. Reported procedure: While cooling at 0° C., 101.2 g of a 40% solution of sodium hydrogen sulfite are added dropwise to a solution of 6.4 g of copper sulfate in 276 ml of 36% hydrochloric acid and 72 ml of water. To the resultant solution is then made the simultaneous dropwise addition of 101.2 g of a 40% solution of sodium hydrogen sulfite and a diazonium salt solution which has been cooled to -10° C. and obtained by the dropwise addition, with cooling, of 28.8 g of sodium nitrite in 44 ml of water to a solution of... The reactants are NC1=NC(=NC(=C1C1=CC=CC=C1)NCC1=C(C=CC=C1F)Cl)N=NC1=NC=CC=N1 (4-amino-6-(2-chloro-6-fluorobenzyl)amino-5-phenylazopyrimidine), S(=O)([O-])S(=O)[O-].[Na+].[Na+] (sodium dithionite), C(=O)N (formamide). Yields the product NC1=C2N=CN(C2=NC=N1)CC1=C(C=CC=C1F)Cl (6-amino-9-(2-chloro-6-fluorobenzyl)purine). Isolated yield 42.0%. As a reaction SMILES: [NH2:1][C:2]1[C:7](C2C=CC=CC=2)=[C:6]([NH:14][CH2:15][C:16]2[C:21]([F:22])=[CH:20][CH:19]=[CH:18][C:17]=2[Cl:23])[N:5]=[C:4](N=NC2N=CC=CN=2)[N:3]=1.S(S([O-])=O)([O-])=O.[Na+].[Na+].[CH:40]([NH2:42])=O>>[NH2:1][C:2]1[N:3]=[CH:4][N:5]=[C:6]2[C:7]=1[N:42]=[CH:40][N:14]2[CH2:15][C:16]1[C:21]([F:22])=[CH:20][CH:19]=[CH:18][C:17]=1[Cl:23] |f:1.2.3|. Procedure details: In formamide (60 ml) was suspended 4-amino-6-(2-chloro-6-fluorobenzyl)amino-5-phenylazopyrimidine (1.07 g, 3 mmols). To the suspension was added portionwise sodium dithionite (3.28 g, 15 mmols; purity 80%) with stirring at 120°-130° C. After stirring at the same temperature for 30 minutes, the mixture was stirred at 140°-150° C. for another 1 hour. The reaction mixture was concentrated to dryness under reduced pressure, the residue washed with ether (2×30 ml), and water (50 ml) added. After ice-... Starting materials: COC(=O)NC(C(=O)N1CCN(C(=O)OC)CC1c1nc(-c2ccc(C#Cc3ccc(-c4cnc(C5CCCN5C(=O)C(NC(=O)OC)C(C)C)[nH]4)cc3)cc2)c[nH]1)C(C)C, CC(C)C(N)C(=O)O, CC(N)C(=O)O, NC(=O)[O-]. The product is COC(=O)NC(C)C(=O)N1CCN(C(=O)OC)CC1c1nc(-c2ccc(C#Cc3ccc(-c4cnc(C5CCCN5C(=O)C(NC(=O)OC)C(C)C)[nH]4)cc3)cc2)c[nH]1. As a reaction SMILES: [CH3:1][O:2][C:3](=[O:4])[N:5]1[CH2:6][CH:7]([c:22]2[nH:23][cH:24][c:25](-[c:27]3[cH:28][cH:29][c:30]([C:33]#[C:34][c:35]4[cH:36][cH:37][c:38](-[c:41]5[nH:42][c:43]([CH:46]6[N:47]([C:51]([CH:52]([CH:53]([CH3:54])[CH3:55])[NH:56][C:57](=[O:58])[O:59][CH3:60])=[O:61])[CH2:48][CH2:49][CH2:50]6)[n:44][cH:45]5)[cH:39][cH:40]4)[cH:31][cH:32]3)[n:26]2)[N:8]([C:11]([CH:12]([CH:13]([CH3:14])[CH3:15])[NH:16][C:17](=[O:18])[O:19][CH3:20])=[O:21])[CH2:9][CH2:10]1.[CH3:62][CH:63]([CH:64]([C:65](=[O:66])[OH:67])[NH2:68])[CH3:69].[CH3:74][CH:75]([C:76](=[O:77])[OH:78])[NH2:79].[NH2:70][C:71](=[O:72])[O-:73]>>[CH3:1][O:2][C:3](=[O:4])[N:5]1[CH2:6][CH:7]([c:22]2[nH:23][cH:24][c:25](-[c:27]3[cH:28][cH:29][c:30]([C:33]#[C:34][c:35]4[cH:36][cH:37][c:38](-[c:41]5[nH:42][c:43]([CH:46]6[N:47]([C:51]([CH:52]([CH:53]([CH3:54])[CH3:55])[NH:56][C:57](=[O:58])[O:59][CH3:60])=[O:61])[CH2:48][CH2:49][CH2:50]6)[n:44][cH:45]5)[cH:39][cH:40]4)[cH:31][cH:32]3)[n:26]2)[N:8]([C:11]([CH:12]([CH3:13])[NH:16][C:17](=[O:18])[O:19][CH3:20])=[O:21])[CH2:9][CH2:10]1.